The task is: describe an organic reaction: reactants, conditions, products, and yield. This data is from the Open Reaction Database (ORD), a public repository of structured organic reaction records. Reactants: C(C=C)OCC=C (diallyl ether), C1(=CC=CC=C1)O.C1(=CC=CC=C1)O.C1CCC2=CC=CC=C12 (indane bisphenol). Run in C(C)OCCOCCO (2-(2-ethoxyethoxy) ethanol). Product: C1(=CC=CC=C1)O.C1(=CC=CC=C1)O.C(C=C)C1(CCC2=CC=CC=C12)CC=C (diallyl indane bisphenol). Isolated yield 75.0%. RXN SMILES: C(OCC=C)C=C.[C:8]1([OH:14])[CH:13]=[CH:12][CH:11]=[CH:10][CH:9]=1.[C:15]1([OH:21])[CH:20]=[CH:19][CH:18]=[CH:17][CH:16]=1.[CH2:22]1[C:30]2[C:25](=[CH:26][CH:27]=[CH:28][CH:29]=2)[CH2:24][CH2:23]1>C(OCCOCCO)C>[C:8]1([OH:14])[CH:13]=[CH:12][CH:11]=[CH:10][CH:9]=1.[C:15]1([OH:21])[CH:20]=[CH:19][CH:18]=[CH:17][CH:16]=1.[CH2:24]([C:25]1([CH2:26][CH:27]=[CH2:28])[C:13]2[C:8](=[CH:9][CH:10]=[CH:11][CH:12]=2)[CH2:29][CH2:30]1)[CH:23]=[CH2:22] |f:1.2.3,5.6.7|. Reported procedure: 140 grams of the diallyl ether of indane bisphenol was placed into a one liter round bottom flask containing a magnetic stir bar and dissolved in 210 grams of 2-(2-ethoxyethoxy) ethanol. The solution was deoxygenated by bubbling dry argon gas through the solution for 15 minutes, and then a reflux condenser was attached. The solution was refluxed for 6 hours under an inert atmosphere. The solvent was removed by vacuum distillation between 60° and 62° C., and the product was collected between 210°...